From a dataset of the Open Reaction Database (ORD), a public repository of structured organic reaction records. describe an organic reaction: reactants, conditions, products, and yield The reactants are O=C([O-])[O-], Cc1ccc(S(=O)(=O)OCC2Cc3cccc(Br)c3O2)cc1, OB(O)c1ccc(Cl)cc1, [K+], [K+]. RXN SMILES: [C:33](=[O:34])([O-:35])[O-:36].[CH3:1][c:2]1[cH:3][cH:4][c:5]([S:8](=[O:9])(=[O:10])[O:11][CH2:12][CH:13]2[O:14][c:15]3[c:16]([cH:18][cH:19][cH:20][c:21]3[Br:22])[CH2:17]2)[cH:6][cH:7]1.[Cl:23][c:24]1[cH:25][cH:26][c:27]([B:30]([OH:31])[OH:32])[cH:28][cH:29]1.[K+:37].[K+:38]>>[CH3:1][c:2]1[cH:3][cH:4][c:5]([S:8](=[O:9])(=[O:10])[O:11][CH2:12][CH:13]2[O:14][c:15]3[c:16]([cH:18][cH:19][cH:20][c:21]3-[c:27]3[cH:26][cH:25][c:24]([Cl:23])[cH:29][cH:28]3)[CH2:17]2)[cH:6][cH:7]1. Yields the product Cc1ccc(S(=O)(=O)OCC2Cc3cccc(-c4ccc(Cl)cc4)c3O2)cc1. Reactants: [OH-].[Na+] (NaOH), C(C)(=O)O (acetic acid), FC1=C(CN2C(NC(C(=C2C)I)=O)=O)C(=CC=C1)C(F)(F)F (1-(2-fluoro-6-trifluoromethyl-benzyl)-5-iodo-6-methyl-1H-pyrimidine-2,4-dione), ClC1=C(C=CC=C1OC)B1OC(C(O1)(C)C)(C)C (2-(2-chloro-3-methoxy-phenyl)-4,4,5,5-tetramethyl-[1,3,2]dioxaborolane), HP(t-Bu)3BF4. The reagents and catalysts are C=1C=CC(=CC1)/C=C/C(=O)/C=C/C2=CC=CC=C2.C=1C=CC(=CC1)/C=C/C(=O)/C=C/C2=CC=CC=C2.C=1C=CC(=CC1)/C=C/C(=O)/C=C/C2=CC=CC=C2.[Pd].[Pd] (Pd2(dba)3). The solvent is O (water). Run at temperature 45 celsius, time 15 minute. Product: ClC1=C(C=CC=C1OC)C=1C(NC(N(C1C)CC1=C(C=CC=C1C)F)=O)=O (5-(2-chloro-3-methoxy-phenyl)-1-(2-fluoro-6-methyl-benzyl)-6-methyl-1H-pyrimidine-2,4-dione). The yield is 68.4%. As a reaction SMILES: [F:1][C:2]1[CH:18]=[CH:17][CH:16]=[C:15]([C:19](F)(F)F)[C:3]=1[CH2:4][N:5]1[C:10]([CH3:11])=[C:9](I)[C:8](=[O:13])[NH:7][C:6]1=[O:14].[Cl:23][C:24]1[C:29]([O:30][CH3:31])=[CH:28][CH:27]=[CH:26][C:25]=1B1OC(C)(C)C(C)(C)O1.[OH-].[Na+].C(O)(=O)C>O.C1C=CC(/C=C/C(/C=C/C2C=CC=CC=2)=O)=CC=1.C1C=CC(/C=C/C(/C=C/C2C=CC=CC=2)=O)=CC=1.C1C=CC(/C=C/C(/C=C/C2C=CC=CC=2)=O)=CC=1.[Pd].[Pd]>[Cl:23][C:24]1[C:29]([O:30][CH3:31])=[CH:28][CH:27]=[CH:26][C:25]=1[C:9]1[C:8](=[O:13])[NH:7][C:6](=[O:14])[N:5]([CH2:4][C:3]2[C:15]([CH3:19])=[CH:16][CH:17]=[CH:18][C:2]=2[F:1])[C:10]=1[CH3:11] |f:2.3,6.7.8.9.10|. Procedure details: Compound 1b (80 g, 0.19 mol), 7a (60.22 g, 0.22 mol), HP(t-Bu)3BF4 (13.01 g, 44.85 mmol), and Pd2(dba)3 (13.69 g, 14.95 mmol) were charged to the reaction vessel and purged with an inert atmosphere. Degassed THF (560 mL) was added followed by NaOH (31.45 g, 0.56 mol) in degassed water (128.8 mL) and the reaction warmed to 45° C. After 2 hours acetic acid (56 mL) was added and stirred for 15 minutes. After settling, the layers were separated and the organic layer was filtered through celite, rins... Conditions: time 15 minute. Product: C(C)(C)(C)OC(=O)N1C=NC2=C1C=CC(=C2C)N=C=S (1-tert-butoxycarbonyl-4-methyl-5-benzimidazolylisothiocyanate). Reactants: C1=CC=NC(=C1)OC(=S)OC2=CC=CC=N2 (di-2-pyridyl thionocarbonate), NC1=C(C2=C(N(C=N2)C(=O)OC(C)(C)C)C=C1)C (5-amino-1-tert-butoxycarbonyl-4-methylbenzimidazole). Reaction SMILES: C1C=C(O[C:8](OC2N=CC=CC=2)=[S:9])N=CC=1.[NH2:17][C:18]1[CH:33]=[CH:32][C:21]2[N:22]([C:25]([O:27][C:28]([CH3:31])([CH3:30])[CH3:29])=[O:26])[CH:23]=[N:24][C:20]=2[C:19]=1[CH3:34]>CN(C)C1C=CN=CC=1.C(Cl)Cl>[C:28]([O:27][C:25]([N:22]1[C:21]2[CH:32]=[CH:33][C:18]([N:17]=[C:8]=[S:9])=[C:19]([CH3:34])[C:20]=2[N:24]=[CH:23]1)=[O:26])([CH3:29])([CH3:30])[CH3:31]. The solvent is C(Cl)Cl (CH2Cl2), C(Cl)Cl (CH2Cl2). Procedure details: To a solution of di-2-pyridyl thionocarbonate (DPT) (14.3 g) and 4-dimethylaminopyridine (0.1 g) in CH2Cl2 (500 mL) is added dropwise over 30 minutes a solution of 5-amino-1-tert-butoxycarbonyl-4-methylbenzimidazole (7.82 g) in CH2Cl2 (250 mL). The mixture is stirred for 15 minutes at room temperature then rotary evaporated. The residue is purified by flash chromatography on silica gel, eluting with 10% ethyl acetate/hexane to afford 1-tert-butoxycarbonyl-4-methyl-5-benzimidazolylisothiocyanate ... The reagents and catalysts are CN(C1=CC=NC=C1)C (4-dimethylaminopyridine). Reactants: ClC=1C=C(C=NC1)C1=NC(=CC2=C1N(C(=N2)N2[C@@H](CCC2)C(F)(F)F)C[C@@H]2CC[C@H](CC2)C)C#N (4-(5-chloropyridin-3-yl)-3-[(trans-4-methylcyclohexyl)methyl]-2-[(2S)-2-(trifluoromethyl)pyrrolidin-1-yl]-3H-imidazo[4,5-c]pyridine-6-carbonitrile), [N-]=[N+]=[N-].[Na+] (sodium azide), [Cl-].[NH4+] (ammonium chloride). The solvent is CN(C)C=O (DMF). Run at temperature 120 celsius. Yields the product ClC=1C=C(C=NC1)C1=NC(=CC2=C1N(C(=N2)N2[C@@H](CCC2)C(F)(F)F)C[C@@H]2CC[C@H](CC2)C)C2=NN=NN2 (4-(5-chloropyridin-3-yl)-3-[(trans-4-methylcyclohexyl)methyl]-6-(1H-tetrazol-5-yl)-2-[(2S)-2-(trifluoromethyl)pyrrolidin-1-yl]-3H-imidazo[4,5-c]pyridine). Reaction SMILES: [Cl:1][C:2]1[CH:3]=[C:4]([C:8]2[C:13]3[N:14]([CH2:26][C@H:27]4[CH2:32][CH2:31][C@H:30]([CH3:33])[CH2:29][CH2:28]4)[C:15]([N:17]4[CH2:21][CH2:20][CH2:19][C@H:18]4[C:22]([F:25])([F:24])[F:23])=[N:16][C:12]=3[CH:11]=[C:10]([C:34]#[N:35])[N:9]=2)[CH:5]=[N:6][CH:7]=1.[N-:36]=[N+:37]=[N-:38].[Na+].[Cl-].[NH4+]>CN(C=O)C>[Cl:1][C:2]1[CH:3]=[C:4]([C:8]2[C:13]3[N:14]([CH2:26][C@H:27]4[CH2:28][CH2:29][C@H:30]([CH3:33])[CH2:31][CH2:32]4)[C:15]([N:17]4[CH2:21][CH2:20][CH2:19][C@H:18]4[C:22]([F:24])([F:23])[F:25])=[N:16][C:12]=3[CH:11]=[C:10]([C:34]3[NH:38][N:37]=[N:36][N:35]=3)[N:9]=2)[CH:5]=[N:6][CH:7]=1 |f:1.2,3.4|. Procedure: A vial equipped with a stir bar was charged with 4-(5-chloropyridin-3-yl)-3-[(trans-4-methylcyclohexyl)methyl]-2-[(2S)-2-(trifluoromethyl)pyrrolidin-1-yl]-3H-imidazo[4,5-c]pyridine-6-carbonitrile (Example 3.3, Step 1) (67 mg, 0.133 mmol), sodium azide (87 mg, 1.332 mmol), and ammonium chloride (72.0 mg, 1.345 mmol). DMF (1.3 mL) was added, and the mixture was degassed with N2. The vial was then sealed and heated at 120° C. for 16 hours. The reaction was then cooled to room temperature, diluted w... The reactants are O (Water), C([O-])([O-])=O.[K+].[K+] (potassium carbonate), CI (methyl iodide), C(C)(C)(C)OC(=O)N1CC=2C(=C3C(=NC2CC1)C=CC=C3)C(=O)O (2-t-Butoxycarbonyl-1,2,3,4-tetrahydro-benzo[b][1,6]-naphthyridine-10-carboxylic acid). Solvent: CN(C=O)C (N,N-dimethylformamide). Product: C(C)(C)(C)OC(=O)N1CC=2C(=C3C(=NC2CC1)C=CC=C3)C(=O)OC (2-t-butoxycarbonyl-10-methoxycarbonyl-1,2,3,4-tetrahydro-benzo[b][1,6]-naphthyridine). The yield is 93.4%. RXN SMILES: [C:1]([O:5][C:6]([N:8]1[CH2:17][CH2:16][C:15]2[N:14]=[C:13]3[CH:18]=[CH:19][CH:20]=[CH:21][C:12]3=[C:11]([C:22]([OH:24])=[O:23])[C:10]=2[CH2:9]1)=[O:7])([CH3:4])([CH3:3])[CH3:2].[C:25](=O)([O-])[O-].[K+].[K+].CI.O>CN(C)C=O>[C:1]([O:5][C:6]([N:8]1[CH2:17][CH2:16][C:15]2[N:14]=[C:13]3[CH:18]=[CH:19][CH:20]=[CH:21][C:12]3=[C:11]([C:22]([O:24][CH3:25])=[O:23])[C:10]=2[CH2:9]1)=[O:7])([CH3:4])([CH3:2])[CH3:3] |f:1.2.3|. Procedure details: 2-t-Butoxycarbonyl-1,2,3,4-tetrahydro-benzo[b][1,6]-naphthyridine-10-carboxylic acid (500 mg, 1.523 mmol) was dissolved in N,N-dimethylformamide (3 ml), followed by adding thereto potassium carbonate (315.1 mg, 2.28 mmol) and methyl iodide (0.13 ml, 2.06 mmol), and the resulting mixture was stirred overnight at room temperature. Water was added to the reaction mixture, followed by extraction with ethyl acetate. The organic layer was washed with a saturated aqueous sodium chloride solution, dried...